Dataset: the Open Reaction Database (ORD), a public repository of structured organic reaction records. Task: describe an organic reaction: reactants, conditions, products, and yield Reactants: Oc1ccc(F)cc1Br, C1N2CN3CN1CN(C2)C3, O=C(O)C(F)(F)F, O, O=S(=O)(O)O. Product: O=Cc1cc(F)cc(Br)c1O. RXN SMILES: [Br:1][c:2]1[c:3]([OH:9])[cH:4][cH:5][c:6]([F:8])[cH:7]1.[CH2:10]1[N:11]2[CH2:12][N:13]3[CH2:14][N:15]([CH2:16]2)[CH2:17][N:18]1[CH2:19]3.[F:26][C:27]([F:28])([F:29])[C:30]([OH:31])=[O:32].[OH2:20].[S:21](=[O:22])(=[O:23])([OH:24])[OH:25]>>[Br:1][c:2]1[c:3]([OH:9])[c:4]([CH:10]=[O:20])[cH:5][c:6]([F:8])[cH:7]1. Starting materials: COc1ccc(CC(=O)O)cc1OC, O=S(Cl)Cl, c1ccccc1. Product: COc1ccc(CC(=O)Cl)cc1OC. Reaction SMILES: [CH3:1][O:2][c:3]1[cH:4][c:5]([CH2:11][C:12](=[O:13])[OH:14])[cH:6][cH:7][c:8]1[O:9][CH3:10].[S:15]([Cl:16])([Cl:17])=[O:18].[cH:19]1[cH:20][cH:21][cH:22][cH:23][cH:24]1>>[CH3:1][O:2][c:3]1[cH:4][c:5]([CH2:11][C:12](=[O:14])[Cl:17])[cH:6][cH:7][c:8]1[O:9][CH3:10]. Starting materials: [N+](=O)([O-])C1=CC=C(C=C1)C1=NC(=CC(=N1)N1C2COCC1CC2)N2C1COCC2CC1 (8,8′-(2-(4-Nitrophenyl)pyrimidine-4,6-diyl)bis(3-oxa-8-azabicyclo[3.2.1]octane)). Reagents/catalysts: [Pd] (Pd on charcoal). Run in CC(C)O (2-propanol), ClCCl (dichloromethane). Run at time 4 hour. The product is C12COCC(CC1)N2C2=NC(=NC(=C2)N2C1COCC2CC1)C1=CC=C(N)C=C1 (4-(4,6-Di(3-oxa-8-azabicyclo[3.2.1]octan-8-yl)pyrimidin-2-yl)aniline). The yield is 86.1%. RXN SMILES: [N+:1]([C:4]1[CH:9]=[CH:8][C:7]([C:10]2[N:15]=[C:14]([N:16]3[CH:21]4[CH2:22][CH2:23][CH:17]3[CH2:18][O:19][CH2:20]4)[CH:13]=[C:12]([N:24]3[CH:29]4[CH2:30][CH2:31][CH:25]3[CH2:26][O:27][CH2:28]4)[N:11]=2)=[CH:6][CH:5]=1)([O-])=O>CC(O)C.ClCCl.[Pd]>[CH:25]12[N:24]([C:12]3[CH:13]=[C:14]([N:16]4[CH:21]5[CH2:22][CH2:23][CH:17]4[CH2:18][O:19][CH2:20]5)[N:15]=[C:10]([C:7]4[CH:6]=[CH:5][C:4]([NH2:1])=[CH:9][CH:8]=4)[N:11]=3)[CH:29]([CH2:30][CH2:31]1)[CH2:28][O:27][CH2:26]2. Reported procedure: In a 250 mL round-bottomed flask was placed 8,8′-(2-(4-nitrophenyl)pyrimidine-4,6-diyl)bis(3-oxa-8-azabicyclo[3.2.1]octane) (37, 246 mg, 0.581 mmol) in 2-propanol (3 mL) and dichloromethane (3 mL) to give a yellow solution. A catalytic amount of Pd on charcoal (wet) was added and the mixture was stirred under a hydrogen atmosphere for 4 hours. The mixture was filtered over Celite™, rinsed with dichloromethane and concentrated. The crude product was added to a silica gel column and was eluted wit...